From a dataset of the Open Reaction Database (ORD), a public repository of structured organic reaction records. describe an organic reaction: reactants, conditions, products, and yield Reactants: [Al+3], Br, [Cl-], [Cl-], [Cl-], Cl, Fc1ccccc1, N#CCc1ccc(F)cc1. The product is N#CC(c1ccc(F)cc1)c1ccc(F)cc1. RXN SMILES: [Al+3:13].[Br:11].[Cl-:12].[Cl-:14].[Cl-:15].[ClH:23].[F:16][c:17]1[cH:18][cH:19][cH:20][cH:21][cH:22]1.[F:1][c:2]1[cH:3][cH:4][c:5]([CH2:8][C:9]#[N:10])[cH:6][cH:7]1>>[F:1][c:2]1[cH:3][cH:4][c:5]([CH:8]([C:9]#[N:10])[c:20]2[cH:19][cH:18][c:17]([F:16])[cH:22][cH:21]2)[cH:6][cH:7]1. Starting materials: P(=O)(Cl)(Cl)Cl (Phosphorus oxychloride), C1(NCCCCCC1)=O (2-azacyclooctanone), C1(=CC=CC=C1)NCCC1=CC=CC=C1 (N-phenylphenethylamine), Cl (hydrochloride), Cl (hydrogen chloride), N1=CC=CC=CC=C1 (azocine), [OH-].[K+] (potassium hydroxide). The solvent is ClCCCl (1,2-dichloroethane), C(C)O (ethanol), O (water). Conditions: time 16 hour. Yields the product O.Cl.C1(=CC=CC=C1)N(C1=NCCCCCC1)CCC1=CC=CC=C1.C1(=CC=CC=C1)N(CCC1=CC=CC=C1)C1=NCCCCCC1.Cl (3,4,5,6,7,8-Hexahydro-2-(N-phenylphenethylamino)-azocine hydrochloride hemihydrate). As a reaction SMILES: P(Cl)(Cl)([Cl:3])=[O:2].[C:6]1(=O)[CH2:13][CH2:12][CH2:11][CH2:10][CH2:9][CH2:8][NH:7]1.[C:15]1([NH:21][CH2:22][CH2:23][C:24]2[CH:29]=[CH:28][CH:27]=[CH:26][CH:25]=2)[CH:20]=[CH:19][CH:18]=[CH:17][CH:16]=1.[OH-].[K+].[N:32]1[CH:39]=[CH:38][CH:37]=[CH:36][CH:35]=[CH:34][CH:33]=1.[ClH:40]>C(O)C.O.ClCCCl>[OH2:2].[ClH:3].[C:15]1([N:21]([CH2:22][CH2:23][C:24]2[CH:25]=[CH:26][CH:27]=[CH:28][CH:29]=2)[C:6]2[CH2:13][CH2:12][CH2:11][CH2:10][CH2:9][CH2:8][N:7]=2)[CH:16]=[CH:17][CH:18]=[CH:19][CH:20]=1.[C:15]1([N:21]([C:33]2[CH2:34][CH2:35][CH2:36][CH2:37][CH2:38][CH2:39][N:32]=2)[CH2:22][CH2:23][C:24]2[CH:25]=[CH:26][CH:27]=[CH:28][CH:29]=2)[CH:16]=[CH:17][CH:18]=[CH:19][CH:20]=1.[ClH:40] |f:3.4,10.11.12.13.14|. Reported procedure: Phosphorus oxychloride (6.13 g., 0.04 mole) is added in one portion to a stirred mixture of 2-azacyclooctanone (5.1 g., 0.04 mole) and N-phenylphenethylamine (7.9 g., 0.04 mole) in 100 ml. of 1,2-dichloroethane. The mixture is stirred for 16 hr., poured into crushed ice and made basic with 10 N potassium hydroxide. The 1,2-dichloroethane layer is separated, washed with 100 ml. of 1.5 N hydrochloric acid and then with a 100 ml. portion of water. After drying over magnesium sulfate, the 1,2-dichlo... Starting materials: [OH-].[Na+] (NaOH), B([C@H](CC(C)C)NC(=O)[C@H](CC=1C=CC=CC1)NC(=O)C=2C=NC=CN2)(O)O (Bortezomib), Cl.NCCC1=CC(O)=C(O)C=C1 (dopamine hydrogen chloride), III, P(=O)([O-])(O)O.[Na+] (monosodium phosphate). Product: B([C@H](CC(C)C)NC(=O)[C@H](CC=1C=CC=CC1)NC(=O)C=2C=NC=CN2)(O)O.C=1(O)C(O)=CC=CC1 (Bortezomib Catechol). As a reaction SMILES: [B:1]([OH:28])([OH:27])[C@@H:2]([NH:7][C:8]([C@@H:10]([NH:18][C:19]([C:21]1[CH:22]=[N:23][CH:24]=[CH:25][N:26]=1)=[O:20])[CH2:11][C:12]1[CH:13]=[CH:14][CH:15]=[CH:16][CH:17]=1)=[O:9])[CH2:3][CH:4]([CH3:6])[CH3:5].Cl.NCC[C:33]1[CH:40]=[CH:39][C:37]([OH:38])=[C:35]([OH:36])[CH:34]=1.P(O)(O)([O-])=O.[Na+].[OH-].[Na+]>>[B:1]([OH:28])([OH:27])[C@@H:2]([NH:7][C:8]([C@@H:10]([NH:18][C:19]([C:21]1[CH:22]=[N:23][CH:24]=[CH:25][N:26]=1)=[O:20])[CH2:11][C:12]1[CH:17]=[CH:16][CH:15]=[CH:14][CH:13]=1)=[O:9])[CH2:3][CH:4]([CH3:6])[CH3:5].[C:35]1([C:37](=[CH:39][CH:40]=[CH:33][CH:34]=1)[OH:38])[OH:36] |f:1.2,3.4,5.6,7.8|. Procedure details: Bortezomib and dopamine hydrogen chloride were dissolved separately in d6-DMSO 0.2 M concentration. The two solutions were mixed to give a stock solution of DA-BTZ conjugate at 0.1 M in DMSO. A solution of 0.1 M monosodium phosphate in D2O was used to dilute the DA-BTZ stock to 1 mM, and pH of such solutions were adjusted with 4N NaOH in D2O to 5.5, 6.5, 7.4 and 8.5. These solutions were analyzed on AVANCE III 500 MHz (FIG. 6) and peak integrals in the range of 7.2 to 5.5 ppm were used for quant... Reactants: C(C)(C)(C)OC(NC1=C(C=C(C(=C1)N(C)C)Cl)NC(CC(C1=CC(=CC=C1)N1N=CC=C1)=O)=O)=O ({4-chloro-5-dimethylamino-2-[3-oxo-3-(3-pyrazol-1-yl-phenyl)-propionylamino]-phenyl}-carbamic acid tert.-butyl ester), C(=O)(C(F)(F)F)O (TFA). Solvent: C(Cl)Cl (CH2Cl2). The product is ClC=1C(=CC2=C(NC(CC(=N2)C2=CC(=CC=C2)N2N=CC=C2)=O)C1)N(C)C (8-Chloro-7-dimethylamino-4-(3-pyrazol-1-yl-phenyl)-1,3-dihydro-benzo[b][1,4]diazepin-2-one), solid. RXN SMILES: C(OC(=O)[NH:7][C:8]1[CH:13]=[C:12]([N:14]([CH3:16])[CH3:15])[C:11]([Cl:17])=[CH:10][C:9]=1[NH:18][C:19](=[O:34])[CH2:20][C:21](=O)[C:22]1[CH:27]=[CH:26][CH:25]=[C:24]([N:28]2[CH:32]=[CH:31][CH:30]=[N:29]2)[CH:23]=1)(C)(C)C.C(O)(C(F)(F)F)=O>C(Cl)Cl>[Cl:17][C:11]1[C:12]([N:14]([CH3:16])[CH3:15])=[CH:13][C:8]2[N:7]=[C:21]([C:22]3[CH:27]=[CH:26][CH:25]=[C:24]([N:28]4[CH:32]=[CH:31][CH:30]=[N:29]4)[CH:23]=3)[CH2:20][C:19](=[O:34])[NH:18][C:9]=2[CH:10]=1. Reported procedure: The title compound was prepared from {4-chloro-5-dimethylamino-2-[3-oxo-3-(3-pyrazol-1-yl-phenyl)-propionylamino]-phenyl}-carbamic acid tert.-butyl ester (Example M46) by treatment with TFA in CH2Cl2 according to the general procedure N. Obtained as a yellow solid (75 mg). Reactants: C1NCCC2=CC=CC=C12 (1,2,3,4-tetrahydroisoquinoline), [N+](=O)([O-])[O-].[K+] (KNO3), 6- and 8-nitro-1,2,3,4-tetrahydroisoquinoline. The solvent is S(O)(O)(=O)=O (sulfuric acid). Product: [N+](=O)([O-])C1=CC=C2CCNCC2=C1 (7-nitrotetrahydroisoquinoline). Isolated yield 50.0%. RXN SMILES: [CH2:1]1[C:10]2[C:5](=[CH:6][CH:7]=[CH:8][CH:9]=2)[CH2:4][CH2:3][NH:2]1.[N+:11]([O-])([O-:13])=[O:12].[K+]>S(=O)(=O)(O)O>[N+:11]([C:8]1[CH:9]=[C:10]2[C:5]([CH2:4][CH2:3][NH:2][CH2:1]2)=[CH:6][CH:7]=1)([O-:13])=[O:12] |f:1.2|. Procedure details: This example shows how to make example compounds of the present invention. More specifically, this example demonstrates how to make four aromatic nitro isomers of 6-position nitro-1,2,3,4-tetrahydroisoquinolinylpurine ribosides NBMPR analogues (compounds 2-5). Several literature methods are employed to synthesize the required nitro-1,2,3,4-tetrahydroisoquinoline (compounds 6-9), which are subsequently reacted with the commercially available 6-chloropurine riboside (10) according to Scheme 1 to o...